This data is from the Open Reaction Database (ORD), a public repository of structured organic reaction records. The task is: describe an organic reaction: reactants, conditions, products, and yield RXN SMILES: [C:39]([CH3:40])([CH3:41])([CH3:42])[O:43][C:44](=[O:45])[N:46]1[CH:47]([c:71]2[cH:72][cH:73][cH:74][cH:75][cH:76]2)[CH:48]([NH:52][CH2:53][c:54]2[c:55]([O:69][CH3:70])[cH:56][cH:57][c:58]([CH:60]([C:61]([F:62])([F:63])[F:64])[C:65]([F:66])([F:67])[F:68])[cH:59]2)[CH2:49][CH2:50][CH2:51]1.[F:1][C:2]([F:3])=[C:4]([c:5]1[cH:6][cH:7][c:8]([O:9][CH3:10])[c:11]([CH:13]=[O:14])[cH:12]1)[C:15]([F:16])([F:17])[F:18].[NH2:19][CH:20]1[CH2:21][CH2:22][CH2:23][N:24]([C:25]([O:26][C:27]([CH3:28])([CH3:29])[CH3:30])=[O:31])[CH:32]1[c:33]1[cH:34][cH:35][cH:36][cH:37][cH:38]1>>[C:39]([CH3:40])([CH3:41])([CH3:42])[O:43][C:44](=[O:45])[N:46]1[CH:47]([c:71]2[cH:72][cH:73][cH:74][cH:75][cH:76]2)[CH:48]([NH:52][CH2:53][c:54]2[c:55]([O:69][CH3:70])[cH:56][cH:57][c:58]([C:60]([C:61]([F:62])([F:63])[F:64])=[C:65]([F:66])[F:67])[cH:59]2)[CH2:49][CH2:50][CH2:51]1. Product: COc1ccc(C(=C(F)F)C(F)(F)F)cc1CNC1CCCN(C(=O)OC(C)(C)C)C1c1ccccc1. Starting materials: COc1ccc(C(C(F)(F)F)C(F)(F)F)cc1CNC1CCCN(C(=O)OC(C)(C)C)C1c1ccccc1, COc1ccc(C(=C(F)F)C(F)(F)F)cc1C=O, CC(C)(C)OC(=O)N1CCCC(N)C1c1ccccc1.